This data is from the Open Reaction Database (ORD), a public repository of structured organic reaction records. The task is: describe an organic reaction: reactants, conditions, products, and yield Starting materials: C(C)OC=1C=C(C(=O)N(C)OC)C=C(C1)S(F)(F)(F)(F)F (3-Ethoxy-N-methoxy-N-methyl-5-(pentafluorosulfanyl)benzamide), C(C)[Mg]Br (ethylmagnesium bromide). The solvent is C1CCOC1 (THF). Yields the product C(C)OC=1C=C(C=C(C1)S(F)(F)(F)(F)F)C(CC)=O (1-[3-Ethoxy-5-(pentafluorosulfanyl)phenyl]propan-1-one). RXN SMILES: [CH2:1]([O:3][C:4]1[CH:5]=[C:6]([CH:13]=[C:14]([S:16]([F:21])([F:20])([F:19])([F:18])[F:17])[CH:15]=1)[C:7](N(OC)C)=[O:8])[CH3:2].[CH2:22]([Mg]Br)[CH3:23]>C1COCC1>[CH2:1]([O:3][C:4]1[CH:5]=[C:6]([C:7](=[O:8])[CH2:22][CH3:23])[CH:13]=[C:14]([S:16]([F:18])([F:21])([F:17])([F:19])[F:20])[CH:15]=1)[CH3:2]. Procedure details: 3-Ethoxy-N-methoxy-N-methyl-5-(pentafluorosulfanyl)benzamide (O3.062; 170 mg) was dissolved in absolute THF (5 ml), and ethylmagnesium bromide (0.65 ml; 2 M in diethyl ether) was added dropwise at 0° C. while stirring. After addition, the ice bath was removed and the mixture was stirred at RT for 2 h. Then further ethylmagnesium bromide (0.1 ml) was added and the mixture was stirred once again for 2 h. While cooling, 1 N hydrochloric acid was subsequently added dropwise, followed by water and et... Starting materials: Cl (HCl), ClC1=CC(=CC(=C1)[N+](=O)[O-])[N+](=O)[O-] (1-Chloro-3,5-dinitro-benzene), BrC1=CC=C(CO)C=C1 (4-bromobenzyl alcohol), C(=O)([O-])[O-].[K+].[K+] (K2CO3), mixture. Run in CN(C)C=O (DMF), CCOC(=O)C (EtOAc), CCCCCC (n-hexane), O (H2O). Run at time 30 minute. The product is BrC1=CC=C(COC2=CC(=CC(=C2)[N+](=O)[O-])Cl)C=C1 (1-(4-Bromo-benzyloxy)-3-chloro-5-nitro-benzene). Yield: 55.2%. Reaction SMILES: [Cl:1][C:2]1[CH:7]=[C:6]([N+]([O-])=O)[CH:5]=[C:4]([N+:11]([O-:13])=[O:12])[CH:3]=1.[Br:14][C:15]1[CH:22]=[CH:21][C:18]([CH2:19][OH:20])=[CH:17][CH:16]=1.C([O-])([O-])=O.[K+].[K+].Cl>CN(C=O)C.O.CCOC(C)=O.CCCCCC>[Br:14][C:15]1[CH:22]=[CH:21][C:18]([CH2:19][O:20][C:6]2[CH:5]=[C:4]([N+:11]([O-:13])=[O:12])[CH:3]=[C:2]([Cl:1])[CH:7]=2)=[CH:17][CH:16]=1 |f:2.3.4|. Procedure details: The product from Example 193a (0.75 g, 3.7 mmol), 4-bromobenzyl alcohol (0.77 g, 4.1 mmol) and K2CO3 (0.64 g, 4.6 mmol) in DMF (15 ml) was heated at 110° C. for 23 hours. The reaction mixture was cooled to room temperature, diluted with H2O, acidified to pH 2 with 10% HCl, and then extracted with EtOAc. The extract washed with H2O and brine, dried over MgSO4, filtered and concentrated under vacuum giving the crude title compound. The residue was treated with 50 mL of a mixture of n-hexane and Et...